This data is from the Open Reaction Database (ORD), a public repository of structured organic reaction records. The task is: describe an organic reaction: reactants, conditions, products, and yield Procedure: To a solution of 5-azido-1-pentanamine azide (46 mg, 0.36 mmol) and compound 19 (120 mg, 0.18 mmol) in t-BuOH/H2O (0.6 mL, v/v=1:1) was added tetrakis(acetonitrile)copper(I) phosphorus hexafluoride. The mixture was stirred at room temperature for 12 h, concentrated by reduced pressure, and purified on a by RP-18 reversed-phase column with elution of MeOH/H2O (1:9 to 9:1). The crude product of triazole compound was dissolved in 1,4-dioxane (1.0 mL), and added 1 M KOH(aq) (1.0 mL). The solution wa... Isolated yield 544.9%. Yields the product CCC(CC)O[C@@H]1C=C(C[C@@H]([C@H]1NC(=O)C)N)P(=O)(O)O.OC(=O)CCCC[C@@H]1SC[C@@H]2NC(=O)N[C@H]12 (Tamiphosphor Biotin). Run in CC(C)(C)O.O (t-BuOH H2O), CN(C)C=O (DMF). RXN SMILES: [N-:1]=[N+]=[N-].N([CH2:7][CH2:8][CH2:9][CH2:10][CH2:11]N)=[N+]=[N-].[P:13]([O-:16])([O-:15])[O-:14].[CH2:17]1C(=O)N([O:24][C:25]([CH2:27][CH2:28][CH2:29][CH2:30][C@@H:31]2[S:35][CH2:34][C@@H:33]3[NH:36][C:37]([NH:39][C@H:32]23)=[O:38])=[O:26])[C:19](=[O:20])[CH2:18]1.C([N:43]([CH:46]([CH3:48])[CH3:47])CC)(C)C.F[C:50](F)(F)[C:51]([OH:53])=O>CC(O)(C)C.O.CN(C=O)C>[CH3:7][CH2:8][CH:9]([O:20][C@H:19]1[C@H:47]([NH:1][C:51]([CH3:50])=[O:53])[C@@H:46]([NH2:43])[CH2:48][C:17]([P:13]([OH:16])([OH:15])=[O:14])=[CH:18]1)[CH2:10][CH3:11].[OH:26][C:25]([CH2:27][CH2:28][CH2:29][CH2:30][C@H:31]1[C@@H:32]2[C@@H:33]([NH:36][C:37]([NH:39]2)=[O:38])[CH2:34][S:35]1)=[O:24] |f:0.1,6.7,9.10|. Starting materials: C1CC(=O)N(C1=O)OC(=O)CCCC[C@H]2[C@@H]3[C@H](CS2)NC(=O)N3 (biotin-OSu), C(C)(C)N(CC)C(C)C (diisopropylethylamine), [N-]=[N+]=[N-].N(=[N+]=[N-])CCCCCN (5-azido-1-pentanamine azide), P([O-])([O-])[O-] (phosphite), tetrakis(acetonitrile)copper(I) phosphorus hexafluoride, FC(C(=O)O)(F)F (trifluoroacetic acid), crude product. Conditions: time 12 hour. Starting materials: CC(C)(O)CCCBr, CC(=O)N(c1ccc(Cl)cc1)C1CC(C)N(C(=O)c2ccc(O)cc2)c2ccccc21, [K+], [K+], O=C([O-])[O-], CN(C)C=O. Yields the product CC(=O)N(c1ccc(Cl)cc1)C1CC(C)N(C(=O)c2ccc(OCCCC(C)(C)O)cc2)c2ccccc21. RXN SMILES: [Br:38][CH2:39][CH2:40][CH2:41][C:42]([CH3:43])([OH:44])[CH3:45].[Cl:1][c:2]1[cH:3][cH:4][c:5]([N:8]([C:9]([CH3:10])=[O:11])[CH:12]2[CH2:13][CH:14]([CH3:31])[N:15]([C:22]([c:23]3[cH:24][cH:25][c:26]([OH:29])[cH:27][cH:28]3)=[O:30])[c:16]3[cH:17][cH:18][cH:19][cH:20][c:21]32)[cH:6][cH:7]1.[K+:32].[K+:33].[O-:34][C:35]([O-:36])=[O:37].[O:46]=[CH:47][N:48]([CH3:49])[CH3:50]>>[Cl:1][c:2]1[cH:3][cH:4][c:5]([N:8]([C:9]([CH3:10])=[O:11])[CH:12]2[CH2:13][CH:14]([CH3:31])[N:15]([C:22]([c:23]3[cH:24][cH:25][c:26]([O:29][CH2:39][CH2:40][CH2:41][C:42]([CH3:43])([OH:44])[CH3:45])[cH:27][cH:28]3)=[O:30])[c:16]3[cH:17][cH:18][cH:19][cH:20][c:21]32)[cH:6][cH:7]1. Reactants: O=C1CCc2c(CBr)cccc21, CCOP(=O)(OCC)OCC, CCOP(=O)(Cc1cccc2c1CCC2=O)OCC, Cc1ccccc1C. The product is CCOP(=O)(Cc1cccc2c1CC(Br)C2=O)OCC. As a reaction SMILES: [Br:20][CH2:21][c:22]1[cH:23][cH:24][cH:25][c:26]2[c:27]1[CH2:28][CH2:29][C:30]2=[O:31].[CH3:32][CH2:33][O:34][P:35]([O:36][CH2:37][CH3:38])([O:39][CH2:40][CH3:41])=[O:42].[O:1]=[C:2]1[CH2:3][CH2:4][c:5]2[c:6]([CH2:11][P:12]([O:13][CH2:14][CH3:15])([O:16][CH2:17][CH3:18])=[O:19])[cH:7][cH:8][cH:9][c:10]21.[c:43]1([CH3:44])[c:45]([CH3:46])[cH:47][cH:48][cH:49][cH:50]1>>[O:1]=[C:2]1[CH:3]([Br:20])[CH2:4][c:5]2[c:6]([CH2:11][P:12]([O:13][CH2:14][CH3:15])([O:16][CH2:17][CH3:18])=[O:19])[cH:7][cH:8][cH:9][c:10]21. The reactants are CC1(N[Se]C2=C1C=CC=C2[N+](=O)[O-])C (3,3-dimethyl-7-nitrobenzisoselenazoline), Example 1, C(C)(=O)OC(C)=O (acetic anhydride). Run in N1=CC=CC=C1 (pyridine). Yields the product C(C)(=O)N1[Se]C2=C(C1(C)C)C=CC=C2[N+](=O)[O-] (N-acetyl-3,3-dimethyl-7-nitrobenzisoselenazoline). Yield: 93.0%. RXN SMILES: [CH3:1][C:2]1([CH3:14])[C:6]2[CH:7]=[CH:8][CH:9]=[C:10]([N+:11]([O-:13])=[O:12])[C:5]=2[Se:4][NH:3]1.[C:15](OC(=O)C)(=[O:17])[CH3:16]>N1C=CC=CC=1>[C:15]([N:3]1[C:2]([CH3:14])([CH3:1])[C:6]2[CH:7]=[CH:8][CH:9]=[C:10]([N+:11]([O-:13])=[O:12])[C:5]=2[Se:4]1)(=[O:17])[CH3:16]. Reported procedure: The 3,3-dimethyl-7-nitrobenzisoselenazoline described in Example 1 (130 mg, 0.5 mmol) is treated with 1 ml of acetic anhydride and 1 ml of pyridine at 60° C. for 1.5 hours. The mixture is then evaporated to dryness. The residue is triturated with a mixture of ethyl acetate and cyclohexane (1:2). The red solid is filtered and rinsed to provide the expected amide (140 mg, 93%).